From a dataset of the Open Reaction Database (ORD), a public repository of structured organic reaction records. describe an organic reaction: reactants, conditions, products, and yield Reactants: OCCBr, CCO, OC1CCNCC1, [Na+], [Na+], O=C([O-])[O-]. Product: OCCN1CCC(O)CC1. As a reaction SMILES: [Br:14][CH2:15][CH2:16][OH:17].[CH3:18][CH2:19][OH:20].[NH:1]1[CH2:2][CH2:3][CH:4]([OH:7])[CH2:5][CH2:6]1.[Na+:8].[Na+:9].[O-:10][C:11](=[O:12])[O-:13]>>[N:1]1([CH2:15][CH2:16][OH:17])[CH2:2][CH2:3][CH:4]([OH:7])[CH2:5][CH2:6]1. The reactants are ClC1=NC=NC(=C1)OCC#CC (4-chloro-6-(2-butynyloxy)pyrimidine), C([O-])([O-])=O.[K+].[K+] (potassium carbonate), FC1=C(C(=CC(=C1)F)F)O (2,4,6-trifluorophenol), [Cl-].[NH4+] (ammonium chloride). The solvent is CN(C=O)C (N,N-dimethylformamide). Run at temperature 60 celsius, time 7 hour. Product: C(C#CC)OC1=NC=NC(=C1)OC1=C(C=C(C=C1F)F)F (4-(2-butynyloxy)-6-(2,4,6-trifluorophenoxy)pyrimidine). Isolated yield 93.1%. As a reaction SMILES: Cl[C:2]1[CH:7]=[C:6]([O:8][CH2:9][C:10]#[C:11][CH3:12])[N:5]=[CH:4][N:3]=1.C(=O)([O-])[O-].[K+].[K+].[F:19][C:20]1[CH:25]=[C:24]([F:26])[CH:23]=[C:22]([F:27])[C:21]=1[OH:28].[Cl-].[NH4+]>CN(C)C=O>[CH2:9]([O:8][C:6]1[CH:7]=[C:2]([O:28][C:21]2[C:20]([F:19])=[CH:25][C:24]([F:26])=[CH:23][C:22]=2[F:27])[N:3]=[CH:4][N:5]=1)[C:10]#[C:11][CH3:12] |f:1.2.3,5.6|. Reported procedure: To 2 ml of N,N-dimethylformamide were added 0.2 g of 4-chloro-6-(2-butynyloxy)pyrimidine, 0.23 g of potassium carbonate, and 0.19 g of 2,4,6-trifluorophenol, followed by stirring at 60° C. for 7 hours. The reaction mixture was then left for cooling to room temperature and poured into a saturated aqueous ammonium chloride solution, which was extracted three times with chloroform. The chloroform layers were combined, washed with diluted hydrochloric acid and then with water, and dried over anhydro... The reactants are CCOC(=O)C(C)(C)Oc1cc2c(cn1)-c1nc(-c3ncnn3C(C)C)cn1CCO2, CO, Cl, [Li+], [OH-], O, O. Product: CC(C)n1ncnc1-c1cn2c(n1)-c1cnc(OC(C)(C)C(=O)O)cc1OCC2. Reaction SMILES: [CH2:1]([CH3:2])[O:3][C:4]([C:5]([CH3:6])([CH3:7])[O:8][c:9]1[cH:10][c:11]2[c:12]([cH:29][n:30]1)-[c:13]1[n:14][c:15](-[c:21]3[n:22]([CH:26]([CH3:27])[CH3:28])[n:23][cH:24][n:25]3)[cH:16][n:17]1[CH2:18][CH2:19][O:20]2)=[O:31].[CH3:37][OH:38].[ClH:36].[Li+:35].[OH-:34].[OH2:32].[OH2:33]>>[O:3]=[C:4]([C:5]([CH3:6])([CH3:7])[O:8][c:9]1[cH:10][c:11]2[c:12]([cH:29][n:30]1)-[c:13]1[n:14][c:15](-[c:21]3[n:22]([CH:26]([CH3:27])[CH3:28])[n:23][cH:24][n:25]3)[cH:16][n:17]1[CH2:18][CH2:19][O:20]2)[OH:31]. Reactants: BrC=1SC(=CN1)C=O (2-bromo-thiazole-5-carbaldehyde), C[Al](C)C (trimethylaluminum), solution, N#N (N2), [NH4+].[Cl-] (NH4Cl), Cl (HCl). Run in C(Cl)Cl (CH2Cl2), CCCCCCC (heptane), C(Cl)Cl (CH2Cl2). Run at temperature 0 celsius, time 45 minute. The product is BrC=1SC(=CN1)C(C)O (1-(2-Bromo-thiazol-5-yl)-ethanol). RXN SMILES: N#N.[Br:3][C:4]1[S:5][C:6]([CH:9]=[O:10])=[CH:7][N:8]=1.[CH3:11][Al](C)C.[NH4+].[Cl-].Cl>C(Cl)Cl.CCCCCCC>[Br:3][C:4]1[S:5][C:6]([CH:9]([OH:10])[CH3:11])=[CH:7][N:8]=1 |f:3.4|. Procedure details: In a flame dried round-bottomed flask equipped with a magnetic stir bar and under inert atmosphere (N2), a solution of commercially available 2-bromo-thiazole-5-carbaldehyde (1.80 g, 9.37 mmol) in CH2Cl2 (70.0 mL) was treated at 0° C. with trimethylaluminum (46.0 mL of a 1M solution in heptane, 46 mmol). The reaction mixture was then stirred at 0° C. for 45 min. CH2Cl2 (100.0 mL) followed by sat. aq. NH4Cl (100 mL) was then added. The mixture was then treated with 1N HCl (50 mL) and the aq. laye... Reactants: ClC=1C=C(COC=2C=CC(=NC2)CO)C=CC1 (5-(m-chloro-benzyloxy)-2-pyridinemethanol), [Mn](=O)(=O)(=O)[O-].[K+] (potassium permanganate). Solvent: O (water). The product is ClC=1C=C(COC=2C=CC(=NC2)C(=O)O)C=CC1 (5-(3-chloro-benzyloxy)-2-pyridinecarboxylic acid). RXN SMILES: [Cl:1][C:2]1[CH:3]=[C:4]([CH:15]=[CH:16][CH:17]=1)[CH2:5][O:6][C:7]1[CH:8]=[CH:9][C:10]([CH2:13][OH:14])=[N:11][CH:12]=1.[Mn]([O-])(=O)(=O)=[O:19].[K+]>O>[Cl:1][C:2]1[CH:3]=[C:4]([CH:15]=[CH:16][CH:17]=1)[CH2:5][O:6][C:7]1[CH:8]=[CH:9][C:10]([C:13]([OH:19])=[O:14])=[N:11][CH:12]=1 |f:1.2|. Procedure details: The mixture of 13.1 g of 5-(m-chloro-benzyloxy)-2-pyridinemethanol and 250 ml of water is stirred vigorously at 25°. To this mixture is added 11.5 g of potassium permanganate in several portions. Then the mixture is filtered, the precipitated manganese dioxide washed with hot water, the washing is combined with the filtrate, concentrated to a small volume and then acidified with aqueous hydrochloric acid. The precipitated product is collected and recrystallized from ethyl acetate to yield 5-(3-c... Yields the product COc1cc(CCN2CCCCC2)c(F)cc1Nc1nccc(-c2c(-c3ccc(OC)c(C(=O)Nc4c(F)cccc4F)c3)nc3ccccn23)n1. Reaction SMILES: [CH:65]([OH:66])([CH3:67])[CH3:68].[Cl:1][c:2]1[n:3][cH:4][cH:5][c:6](-[c:8]2[c:9](-[c:17]3[cH:18][cH:19][c:20]([O:34][CH3:35])[c:21]([C:22](=[O:23])[NH:24][c:25]4[c:26]([F:32])[cH:27][cH:28][cH:29][c:30]4[F:31])[cH:33]3)[n:10][c:11]3[n:12]2[cH:13][cH:14][cH:15][cH:16]3)[n:7]1.[Cl:69][CH2:70][Cl:71].[F:36][c:37]1[c:38]([CH2:46][CH2:47][N:48]2[CH2:49][CH2:50][CH2:51][CH2:52][CH2:53]2)[cH:39][c:40]([O:44][CH3:45])[c:41]([NH2:42])[cH:43]1.[c:54]1([CH3:55])[cH:56][cH:57][c:58]([S:59]([OH:60])(=[O:61])=[O:62])[cH:63][cH:64]1>>[c:2]1([NH:42][c:41]2[c:40]([O:44][CH3:45])[cH:39][c:38]([CH2:46][CH2:47][N:48]3[CH2:49][CH2:50][CH2:51][CH2:52][CH2:53]3)[c:37]([F:36])[cH:43]2)[n:3][cH:4][cH:5][c:6](-[c:8]2[c:9](-[c:17]3[cH:18][cH:19][c:20]([O:34][CH3:35])[c:21]([C:22](=[O:23])[NH:24][c:25]4[c:26]([F:32])[cH:27][cH:28][cH:29][c:30]4[F:31])[cH:33]3)[n:10][c:11]3[n:12]2[cH:13][cH:14][cH:15][cH:16]3)[n:7]1. Reactants: CC(C)O, COc1ccc(-c2nc3ccccn3c2-c2ccnc(Cl)n2)cc1C(=O)Nc1c(F)cccc1F, ClCCl, COc1cc(CCN2CCCCC2)c(F)cc1N, Cc1ccc(S(=O)(=O)O)cc1.